This data is from the Open Reaction Database (ORD), a public repository of structured organic reaction records. The task is: describe an organic reaction: reactants, conditions, products, and yield The reactants are C(C)(C)(C)C=1SC(=C(N1)C(=O)O)CNC1=C(C(=CC=C1)C1=CN(C(C(=C1)NC1=NC=NC=C1)=O)C)CO[Si](C)(C)C(C)(C)C (2-tert-butyl-5-((2-((tert-butyldimethylsilyloxy)methyl)-3-(1-methyl-6-oxo-5-(pyrimidin-4-ylamino)-1,6-dihydropyridin-3-yl)phenylamino)methyl)thiazole-4-carboxylic acid), C(C)(C)(C)C=1SC(=C(N1)C(=O)OC)CNC1=C(C(=CC=C1)C1=CN(C(C(=C1)NC1=CC(=NN1)C1CC1)=O)C)CO[Si](C)(C)C(C)(C)C (methyl 2-tert-butyl-5-((2-((tert-butyldimethylsilyloxy)methyl)-3-(5-(3-cyclopropyl-1H-pyrazol-5-ylamino)-1-methyl-6-oxo-1,6-dihydropyridin-3-yl)phenylamino)-methyl)thiazole-4-carboxylate). Product: C(C)(C)(C)C=1SC(=C(N1)C(=O)OC)CNC1=C(C(=CC=C1)C1=CN(C(C(=C1)NC1=NC=NC=C1)=O)C)CO[Si](C)(C)C(C)(C)C (Methyl 2-tert-Butyl-5-((2-((tert-butyldimethylsilyloxy)methyl)-3-(1-methyl-6-oxo-5-(pyrimidin-4-ylamino)-1,6-dihydropyridin-3-yl)phenylamino)-methyl)thiazole-4-carboxylate). RXN SMILES: [C:1]([C:5]1[S:6][C:7]([CH2:13][NH:14][C:15]2[CH:20]=[CH:19][CH:18]=[C:17]([C:21]3[CH:26]=[C:25]([NH:27][C:28]4[CH:33]=[CH:32][N:31]=[CH:30][N:29]=4)[C:24](=[O:34])[N:23]([CH3:35])[CH:22]=3)[C:16]=2[CH2:36][O:37][Si:38]([C:41]([CH3:44])([CH3:43])[CH3:42])([CH3:40])[CH3:39])=[C:8]([C:10]([OH:12])=[O:11])[N:9]=1)([CH3:4])([CH3:3])[CH3:2].[C:45](C1SC(CNC2C=CC=C(C3C=C(NC4NN=C(C5CC5)C=4)C(=O)N(C)C=3)C=2CO[Si](C(C)(C)C)(C)C)=C(C(OC)=O)N=1)(C)(C)C>>[C:1]([C:5]1[S:6][C:7]([CH2:13][NH:14][C:15]2[CH:20]=[CH:19][CH:18]=[C:17]([C:21]3[CH:26]=[C:25]([NH:27][C:28]4[CH:33]=[CH:32][N:31]=[CH:30][N:29]=4)[C:24](=[O:34])[N:23]([CH3:35])[CH:22]=3)[C:16]=2[CH2:36][O:37][Si:38]([C:41]([CH3:44])([CH3:43])[CH3:42])([CH3:40])[CH3:39])=[C:8]([C:10]([O:12][CH3:45])=[O:11])[N:9]=1)([CH3:4])([CH3:2])[CH3:3]. Procedure details: Following the procedures as described for compound 125e and starting with methyl 2-tert-butyl-5-((2-((tert-butyldimethylsilyloxy)methyl)-3-(5-(3-cyclopropyl-1H-pyrazol-5-ylamino)-1-methyl-6-oxo-1,6-dihydropyridin-3-yl)phenylamino)-methyl)thiazole-4-carboxylate, 125d was obtained as a yellow solid (crude). LCMS: (M+H)+ 663.